From a dataset of the Open Reaction Database (ORD), a public repository of structured organic reaction records. describe an organic reaction: reactants, conditions, products, and yield Starting materials: CC1=NC=C(C=C1)CCN(N=O)C1=CC=C(C=C1)C (2-methyl-5-(N-nitroso-2-p-tolylaminoethyl)pyridine), S(=S)(=O)([O-])[O-].[Na+].[Na+] (sodium thiosulfate). The product is CC1=NC=C(C=C1)CCN(N)C1=CC=C(C=C1)C (2-methyl-5-(N-amino-2-p-tolylaminoethyl)pyridine). Procedure details: reacting 2-methyl-5-(N-nitroso-2-p-tolylaminoethyl)pyridine with sodium thiosulfate to obtain 2-methyl-5-(N-amino-2-p-tolylaminoethyl)pyridine; RXN SMILES: [CH3:1][C:2]1[CH:7]=[CH:6][C:5]([CH2:8][CH2:9][N:10]([C:13]2[CH:18]=[CH:17][C:16]([CH3:19])=[CH:15][CH:14]=2)[N:11]=O)=[CH:4][N:3]=1.S([O-])([O-])(=O)=S.[Na+].[Na+]>>[CH3:1][C:2]1[CH:7]=[CH:6][C:5]([CH2:8][CH2:9][N:10]([C:13]2[CH:14]=[CH:15][C:16]([CH3:19])=[CH:17][CH:18]=2)[NH2:11])=[CH:4][N:3]=1 |f:1.2.3|. Starting materials: O=C([O-])O, C=Cc1ccccc1, CC#N, CCCCCl, O=C(CCl)C(Cl)=NO, [Na+]. Yields the product O=C(CCl)C1=NOC(c2ccccc2)C1. Reaction SMILES: [C:9](=[O:10])([OH:11])[O-:12].[CH2:1]=[CH:2][c:3]1[cH:4][cH:5][cH:6][cH:7][cH:8]1.[CH3:27][C:28]#[N:29].[Cl:14][CH2:15][CH2:16][CH2:17][CH3:18].[Cl:19][CH2:20][C:21]([C:22](=[N:23][OH:24])[Cl:25])=[O:26].[Na+:13]>>[CH2:1]1[CH:2]([c:3]2[cH:4][cH:5][cH:6][cH:7][cH:8]2)[O:24][N:23]=[C:22]1[C:21]([CH2:20][Cl:19])=[O:26]. Reactants: C1CC(=O)N(C1=O)Br (NBS), COC=1C=C2C=CC(=CC2=CC1)O (6-methoxynaphthalen-2-ol), O (water). Solvent: CN(C)C=O (DMF), CN(C)C=O (DMF). Reaction conditions: time 45 minute. Product: BrC1=C(C=CC2=CC(=CC=C12)OC)O (1-bromo-6-methoxynaphthalen-2-ol). Yield: 87.8%. Reaction SMILES: [CH3:1][O:2][C:3]1[CH:4]=[C:5]2[C:10](=[CH:11][CH:12]=1)[CH:9]=[C:8]([OH:13])[CH:7]=[CH:6]2.C1C(=O)N([Br:21])C(=O)C1.O>CN(C=O)C>[Br:21][C:9]1[C:10]2[C:5](=[CH:4][C:3]([O:2][CH3:1])=[CH:12][CH:11]=2)[CH:6]=[CH:7][C:8]=1[OH:13]. Procedure details: To a mixture of 6-methoxynaphthalen-2-ol (20 g, 114.8 mmol) in DMF (250 mL) was added a solution of NBS (21.5 g, 120 mmol) in DMF (50 mL) over a 30 min period. The reaction mixture was stirred for 45 min and poured into water. The precipitate was collected by filtration and dried to give the desired product (25.5 g, 87%) as white solid. Starting materials: CC1SCC(N1CCCCBr)=O (2-methyl-3-(4-bromobutyl)-4-thiazolidinone), Cl.ClC=1C=C(C=CC1)N1CCNCC1 (1-(3-chlorophenyl)piperazine hydrochloride), C(=O)([O-])[O-].[K+].[K+] (K2CO3), [Na+].[I-] (NaI). Run in CC#N (CH3CN). The product is Cl.ClC=1C=C(C=CC1)N1CCN(CC1)CCCCN1C(SCC1=O)C (3-[4-[1-(3-Chlorophenyl)-4-piperazinyl]butyl]-2-Methyl-4-thiazolidinone hydrochloride). Reaction SMILES: [CH3:1][CH:2]1[N:6]([CH2:7][CH2:8][CH2:9][CH2:10]Br)[C:5](=[O:12])[CH2:4][S:3]1.Cl.[Cl:14][C:15]1[CH:16]=[C:17]([N:21]2[CH2:26][CH2:25][NH:24][CH2:23][CH2:22]2)[CH:18]=[CH:19][CH:20]=1.C([O-])([O-])=O.[K+].[K+].[Na+].[I-]>CC#N>[ClH:14].[Cl:14][C:15]1[CH:16]=[C:17]([N:21]2[CH2:26][CH2:25][N:24]([CH2:10][CH2:9][CH2:8][CH2:7][N:6]3[C:5](=[O:12])[CH2:4][S:3][CH:2]3[CH3:1])[CH2:23][CH2:22]2)[CH:18]=[CH:19][CH:20]=1 |f:1.2,3.4.5,6.7,9.10|. Reported procedure: To a solution of 2-methyl-3-(4-bromobutyl)-4-thiazolidinone (4.0 g) and 1-(3-chlorophenyl)piperazine hydrochloride (3.69 g) in 100 ml of dry CH3CN were added K2CO3 (8.8 g) and NaI (200 mg). The mixture was heated to reflux with stirring under N2. Reactants: COC(=O)C1=NC(=C2N=CNC2=N1)N[C@@H](CC1=CC=CC=C1)CO (6-((S)-1-Hydroxymethyl-2-phenyl-ethylamino)-9H-purine-2-carboxylic acid methyl ester), O[C@H]1C[C@H](CC1)OC(C)=O (acetic acid (1S,3R)-3-hydroxy-cyclopentyl ester), C1(=CC=CC=C1)P(C1=CC=CC=C1)C1=CC=CC=C1 (triphenylphosphane), [H-].[Na+] (NaH). Reagents/catalysts: C=1C=CC(=CC1)/C=C/C(=O)/C=C/C2=CC=CC=C2.C=1C=CC(=CC1)/C=C/C(=O)/C=C/C2=CC=CC=C2.C=1C=CC(=CC1)/C=C/C(=O)/C=C/C2=CC=CC=C2.[Pd].[Pd] (tris(dibenzylideneacetone)dipalladium(0)). The solvent is C1CCOC1 (THF), C1CCOC1 (THF). Run at time 30 minute. Product: COC(=O)C1=NC(=C2N=CN(C2=N1)[C@H]1C=C[C@H](C1)O)N[C@@H](CC1=CC=CC=C1)CO (9-((1R,4S)-4-Hydroxy-cyclopent-2-enyl)-6-((S)-1-hydroxymethyl-2-phenyl-ethylamino)-9H-purine-2-carboxylic acid methyl ester). As a reaction SMILES: [CH3:1][O:2][C:3]([C:5]1[N:13]=[C:12]2[C:8]([N:9]=[CH:10][NH:11]2)=[C:7]([NH:14][C@H:15]([CH2:23][OH:24])[CH2:16][C:17]2[CH:22]=[CH:21][CH:20]=[CH:19][CH:18]=2)[N:6]=1)=[O:4].[H-].[Na+].[OH:27][C@@H:28]1[CH2:32][CH2:31][C@H:30](OC(=O)C)[CH2:29]1.C1(P(C2C=CC=CC=2)C2C=CC=CC=2)C=CC=CC=1>C1COCC1.C1C=CC(/C=C/C(/C=C/C2C=CC=CC=2)=O)=CC=1.C1C=CC(/C=C/C(/C=C/C2C=CC=CC=2)=O)=CC=1.C1C=CC(/C=C/C(/C=C/C2C=CC=CC=2)=O)=CC=1.[Pd].[Pd]>[CH3:1][O:2][C:3]([C:5]1[N:13]=[C:12]2[C:8]([N:9]=[CH:10][N:11]2[C@@H:31]2[CH2:32][C@H:28]([OH:27])[CH:29]=[CH:30]2)=[C:7]([NH:14][C@H:15]([CH2:23][OH:24])[CH2:16][C:17]2[CH:22]=[CH:21][CH:20]=[CH:19][CH:18]=2)[N:6]=1)=[O:4] |f:1.2,6.7.8.9.10|. Procedure: 6-((S)-1-Hydroxymethyl-2-phenyl-ethylamino)-9H-purine-2-carboxylic acid methyl ester (1.05 eq.) is suspended in THF (deoxygenated & dry). NaH (1.05 eq.) is added over 5 minutes and the reaction mixture is stirred at RT over 30 minutes. A solution of acetic acid (1S,3R)-3-hydroxy-cyclopentyl ester (1 eq.), triphenylphosphane (0.15 eq.) and tris(dibenzylideneacetone)dipalladium(0) in THF (deoxygenated & dry) is added to reaction. The reaction mixture is reflux for 6 hours. The reaction mixture is ... Starting materials: FC=1C=C(N)C=CC1F (3,4-Difluoroaniline), [N+](=O)([O-])C1=CC=C(CBr)C=C1 (4-nitrobenzyl bromide). The product is FC=1C=C(N(CC2=CC=C(C=C2)[N+](=O)[O-])CC2=CC=C(C=C2)[N+](=O)[O-])C=CC1F (3,4-difluoro-N,N-bis(4-nitrobenzyl)aniline). Reaction SMILES: [F:1][C:2]1[CH:3]=[C:4]([CH:6]=[CH:7][C:8]=1[F:9])[NH2:5].[N+:10]([C:13]1[CH:20]=[CH:19][C:16]([CH2:17]Br)=[CH:15][CH:14]=1)([O-:12])=[O:11]>>[F:1][C:2]1[CH:3]=[C:4]([CH:6]=[CH:7][C:8]=1[F:9])[N:5]([CH2:17][C:16]1[CH:19]=[CH:20][C:13]([N+:10]([O-:12])=[O:11])=[CH:14][CH:15]=1)[CH2:17][C:16]1[CH:19]=[CH:20][C:13]([N+:10]([O-:12])=[O:11])=[CH:14][CH:15]=1. Reported procedure: 3,4-Difluoroaniline and 4-nitrobenzyl bromide were processed using the method described in Example 32A to afford the title compound. LC/MS Rt 2.15 m/z 400 (M+H)+.